Dataset: the Open Reaction Database (ORD), a public repository of structured organic reaction records. Task: describe an organic reaction: reactants, conditions, products, and yield Reactants: CC(C)([O-])C.[K+] (potassium tert-butoxide), B(O)O (boronic acid), BrC1=C(C=C(C=C1)S(=O)(=O)NC1=C(C=CC(=C1)N1C[C@H](N[C@H](C1)C)C)OC)F (4-bromo-N-[5-(cis-3,5-dimethyl-1-piperazinyl)-2-(methyloxy)phenyl]-3-fluorobenzenesulfonamide), O1C(=CC=C1)B(O)O (2-furanylboronic acid). The reagents and catalysts are C=1C=CC(=CC1)[P](C=2C=CC=CC2)(C=3C=CC=CC3)[Pd]([P](C=4C=CC=CC4)(C=5C=CC=CC5)C=6C=CC=CC6)([P](C=7C=CC=CC7)(C=8C=CC=CC8)C=9C=CC=CC9)[P](C=1C=CC=CC1)(C=1C=CC=CC1)C=1C=CC=CC1 (tetrakis(triphenylphosphine)palladium(0)), C=1C=CC(=CC1)[P](C=2C=CC=CC2)(C=3C=CC=CC3)[Pd]([P](C=4C=CC=CC4)(C=5C=CC=CC5)C=6C=CC=CC6)([P](C=7C=CC=CC7)(C=8C=CC=CC8)C=9C=CC=CC9)[P](C=1C=CC=CC1)(C=1C=CC=CC1)C=1C=CC=CC1 (tetrakis(triphenylphosphine)palladium(0)). Solvent: O (water), COCCOC (DME). Run at temperature 100 celsius, time 30 minute. The product is C[C@@H]1CN(C[C@@H](N1)C)C=1C=CC(=C(C1)NS(=O)(=O)C1=CC(=C(C=C1)C=1OC=CC1)F)OC (N-[5-(cis-3,5-Dimethyl-1-piperazinyl)-2-(methyloxy)phenyl]-3-fluoro-4-(2-furanyl)benzenesulfonamide). Reaction SMILES: Br[C:2]1[CH:7]=[CH:6][C:5]([S:8]([NH:11][C:12]2[CH:17]=[C:16]([N:18]3[CH2:23][C@H:22]([CH3:24])[NH:21][C@H:20]([CH3:25])[CH2:19]3)[CH:15]=[CH:14][C:13]=2[O:26][CH3:27])(=[O:10])=[O:9])=[CH:4][C:3]=1[F:28].[O:29]1[CH:33]=[CH:32][CH:31]=[C:30]1B(O)O.CC(C)([O-])C.[K+].B(O)O>COCCOC.O.C1C=CC([P]([Pd]([P](C2C=CC=CC=2)(C2C=CC=CC=2)C2C=CC=CC=2)([P](C2C=CC=CC=2)(C2C=CC=CC=2)C2C=CC=CC=2)[P](C2C=CC=CC=2)(C2C=CC=CC=2)C2C=CC=CC=2)(C2C=CC=CC=2)C2C=CC=CC=2)=CC=1>[CH3:25][C@H:20]1[NH:21][C@@H:22]([CH3:24])[CH2:23][N:18]([C:16]2[CH:15]=[CH:14][C:13]([O:26][CH3:27])=[C:12]([NH:11][S:8]([C:5]3[CH:6]=[CH:7][C:2]([C:30]4[O:29][CH:33]=[CH:32][CH:31]=4)=[C:3]([F:28])[CH:4]=3)(=[O:10])=[O:9])[CH:17]=2)[CH2:19]1 |f:2.3,^1:56,58,77,96|. Procedure: To a mixture of 4-bromo-N-[5-(cis-3,5-dimethyl-1-piperazinyl)-2-(methyloxy)phenyl]-3-fluorobenzenesulfonamide (E105) (150 mg, 0.32 mmol) and 2-furanylboronic acid (71 mg, 0.64 mmol) in DME (3 ml) was added potassium tert-butoxide (320 mg, 2.9 mmol) and tetrakis(triphenylphosphine)palladium(0) (20 mg, 0.017 mmol) in water (1 ml) and the resulting mixture stirred in a microwave (set at high absorbance) at 100° C. for 30 minutes. The reaction was checked by LC-MS and as starting material was still ... Reactants: CN1CCN(CC1)C1=NC(=NC(=C1)N1CC2=CC(=CC=C2CC1C)B1OC(C(O1)(C)C)(C)C)N (4-(4-methylpiperazin-1-yl)-6-[3-methyl-7-(4,4,5,5-tetramethyl-1,3,2-dioxaborolan-2-yl)-3,4-dihydroisoquinolin-2(1H)-yl]pyrimidin-2-amine), IC1=CC(=NC=C1)C(=O)OC (methyl 4-iodopyridine-2-carboxylate). Yields the product NC1=NC(=CC(=N1)N1CC2=CC(=CC=C2CC1C)C1=CC(=NC=C1)C(=O)O)N1CCN(CC1)C (4-{2-[2-amino-6-(4-methylpiperazin-1-yl)pyrimidin-4-yl]-3-methyl-1,2,3,4-tetrahydroisoquinolin-7-yl}pyridine-2-carboxylic acid). RXN SMILES: [CH3:1][N:2]1[CH2:7][CH2:6][N:5]([C:8]2[CH:13]=[C:12]([N:14]3[CH:23]([CH3:24])[CH2:22][C:21]4[C:16](=[CH:17][C:18](B5OC(C)(C)C(C)(C)O5)=[CH:19][CH:20]=4)[CH2:15]3)[N:11]=[C:10]([NH2:34])[N:9]=2)[CH2:4][CH2:3]1.I[C:36]1[CH:41]=[CH:40][N:39]=[C:38]([C:42]([O:44]C)=[O:43])[CH:37]=1>>[NH2:34][C:10]1[N:11]=[C:12]([N:14]2[CH:23]([CH3:24])[CH2:22][C:21]3[C:16](=[CH:17][C:18]([C:36]4[CH:41]=[CH:40][N:39]=[C:38]([C:42]([OH:44])=[O:43])[CH:37]=4)=[CH:19][CH:20]=3)[CH2:15]2)[CH:13]=[C:8]([N:5]2[CH2:4][CH2:3][N:2]([CH3:1])[CH2:7][CH2:6]2)[N:9]=1. Reported procedure: This compound was prepared by using procedures analogous to those described for the synthesis of Example 50A, Step 1 starting from 4-(4-methylpiperazin-1-yl)-6-[3-methyl-7-(4,4,5,5-tetramethyl-1,3,2-dioxaborolan-2-yl)-3,4-dihydroisoquinolin-2(1H)-yl]pyrimidin-2-amine and methyl 4-iodopyridine-2-carboxylate (Combi-Blocks, Cat. No. CA-4128). LCMS (M+H)+: m/z=460.2.